From a dataset of the Open Reaction Database (ORD), a public repository of structured organic reaction records. describe an organic reaction: reactants, conditions, products, and yield The reactants are S(=O)(Cl)Cl (thionyl chloride), OCC1=CN(C2=CC=CC=C2C1=O)C (3-hydroxymethyl-1-methyl-4-quinolone). The solvent is ClCCl (dichloromethane), ClCCl (dichloromethane). The product is Cl.ClCC1=CN(C2=CC=CC=C2C1=O)C (3-chloromethyl-1-methyl-4-quinolone hydrochloride). RXN SMILES: S(Cl)([Cl:3])=O.O[CH2:6][C:7]1[C:16](=[O:17])[C:15]2[C:10](=[CH:11][CH:12]=[CH:13][CH:14]=2)[N:9]([CH3:18])[CH:8]=1>ClCCl>[ClH:3].[Cl:3][CH2:6][C:7]1[C:16](=[O:17])[C:15]2[C:10](=[CH:11][CH:12]=[CH:13][CH:14]=2)[N:9]([CH3:18])[CH:8]=1 |f:3.4|. Procedure: A solution of thionyl chloride (9.48 g.) in dichloromethane (800 ml.) was added during 4 hours to a refluxing suspension of finely ground 3-hydroxymethyl-1-methyl-4-quinolone (15.01 g.) in dichloromethane (200 ml.). The mixture was boiled under reflux for a further 1.5 hours, cooled to room temperature and filtered to give the novel compound 3-chloromethyl-1-methyl-4-quinolone hydrochloride m.p. 178°-181°. This compound (12.71 g.) was added to a stirred solution of sodium methanethiolate in meth...